From a dataset of the Open Reaction Database (ORD), a public repository of structured organic reaction records. describe an organic reaction: reactants, conditions, products, and yield The reactants are COP(=O)(OC)C(C1=CC=C(C(=O)O)C=C1)F (4-[(Dimethoxy-phosphoryl)-fluoro-methyl]-benzoic acid), C=1C=CC2=C(C1)N=NN2O (HOBT), CCN(C(C)C)C(C)C (DIPEA), C(C)(C)(C)OC(NC1=C(C=C(C=C1)C=1SC=CC1)N)=O ((2-amino-4-thiophen-2-yl-phenyl)-carbamic acid tert-butyl ester), C(CCl)Cl (EDC). Run in CN(C)C=O (DMF). Run at time 18 hour. Product: COP(OC)(=O)C(F)C1=CC=C(C=C1)C(NC1=C(C=CC(=C1)C=1SC=CC1)N)=O ({[4-(2-Amino-5-thiophen-2-yl-phenylcarbamoyl)-phenyl]-fluoro-methyl}-phosphonic acid dimethyl ester). RXN SMILES: [CH3:1][O:2][P:3]([CH:7]([F:17])[C:8]1[CH:16]=[CH:15][C:11]([C:12]([OH:14])=O)=[CH:10][CH:9]=1)([O:5][CH3:6])=[O:4].C(OC(=O)[NH:24][C:25]1[CH:30]=[CH:29][C:28]([C:31]2[S:32][CH:33]=[CH:34][CH:35]=2)=[CH:27][C:26]=1[NH2:36])(C)(C)C.C(Cl)CCl.C1C=CC2N(O)N=NC=2C=1.CCN(C(C)C)C(C)C>CN(C=O)C>[CH3:6][O:5][P:3]([CH:7]([C:8]1[CH:9]=[CH:10][C:11]([C:12](=[O:14])[NH:36][C:26]2[CH:27]=[C:28]([C:31]3[S:32][CH:33]=[CH:34][CH:35]=3)[CH:29]=[CH:30][C:25]=2[NH2:24])=[CH:15][CH:16]=1)[F:17])(=[O:4])[O:2][CH3:1]. Reported procedure: 4-[(Dimethoxy-phosphoryl)-fluoro-methyl]-benzoic acid (52 mg, 0.198 mmol), (2-amino-4-thiophen-2-yl-phenyl)-carbamic acid tert-butyl ester (69 mg, 0.238 mmol), EDC (57 mg, 0.298 mmol), HOBT (36 mg, 0.238 mmol), and DIPEA (77 mg, 0.595 mmol) were combined and diluted with DMF (0.79 mL). The resulting mixture was stirred at ambient temperature for 18 hours. The reaction mixture was purified directly by HPLC (20-85% MeCN in water w/0.025% TFA). Pure fractions were combined and concentrated in vacuo... Starting materials: [H-].[Na+] (sodium hydride), IC1=CC=C(C=C1)O (paraiodophenol), C(C)(C)N(C(CBr)=O)C(C)C (N,N-bis-(isopropyl)-2-bromo-acetamide). Solvent: O1CCCC1 (tetrahydrofuran). Reaction conditions: temperature 0 celsius. Product: C(C)(C)N(C(COC1=CC=C(C=C1)I)=O)C(C)C (N,N-bis-(isopropyl)-2-(4-iodophenoxy)-acetamide). Yield: 108.9%. Reaction SMILES: [H-].[Na+].[I:3][C:4]1[CH:9]=[CH:8][C:7]([OH:10])=[CH:6][CH:5]=1.[CH:11]([N:14]([CH:19]([CH3:21])[CH3:20])[C:15](=[O:18])[CH2:16]Br)([CH3:13])[CH3:12]>O1CCCC1>[CH:11]([N:14]([CH:19]([CH3:21])[CH3:20])[C:15](=[O:18])[CH2:16][O:10][C:7]1[CH:8]=[CH:9][C:4]([I:3])=[CH:5][CH:6]=1)([CH3:13])[CH3:12] |f:0.1|. Procedure: 1.38 g of 50% sodium hydride suspended in oil were added under an inert gas atmosphere to a solution of 5.2 g of paraiodophenol in 30 ml of tetrahydrofuran and after stirring at 0° C., then 6.30 g of N,N-bis-(isopropyl)-2-bromo-acetamide (Preparation 8) were added. After stirring for 2 hours while allowing the temperature to rise to 20° C., the reaction medium was poured into ice-cooled water and filtration was carried out followed by drying to obtain 9.3 g of the expected product. Reactants: BrC1=C2C=NNC2=CC=C1OC (4-bromo-5-methoxy-1H-indazole), BrCC(=O)OCC (ethyl bromoacetate), C([O-])([O-])=O.[K+].[K+] (potassium carbonate), CN(C=O)C (N,N-dimethylformamide). Run in O (water). Conditions: time 8 hour. Yields the product BrC1=C2C=NN(C2=CC=C1OC)CC(=O)OCC (ethyl (4-bromo-5-methoxy-1H-indazol-1-yl)acetate). Isolated yield 39.3%. RXN SMILES: [Br:1][C:2]1[C:10]([O:11][CH3:12])=[CH:9][CH:8]=[C:7]2[C:3]=1[CH:4]=[N:5][NH:6]2.Br[CH2:14][C:15]([O:17][CH2:18][CH3:19])=[O:16].C(=O)([O-])[O-].[K+].[K+].CN(C)C=O>O>[Br:1][C:2]1[C:10]([O:11][CH3:12])=[CH:9][CH:8]=[C:7]2[C:3]=1[CH:4]=[N:5][N:6]2[CH2:14][C:15]([O:17][CH2:18][CH3:19])=[O:16] |f:2.3.4|. Procedure: A mixture of 4-bromo-5-methoxy-1H-indazole (8.57 g), ethyl bromoacetate (7.56 g), potassium carbonate (6.26 g) and N,N-dimethylformamide (30 mL) was stirred overnight at room temperature. To the reaction mixture was added water, and the mixture was extracted with ethyl acetate. The ethyl acetate layer was washed with saturated brine, dried (MgSO4), and concentrated. The residue was subjected to silica gel column chromatography to give the title compound (4.65 g, yield 39%) as colorless crystals ... Starting materials: C(C)#N (acetonitrile), BrCC(=O)OCC1=CC=CC=C1 (Benzyl bromoacetate), COC=1C(NC2=C(C(C1)=O)C=CC=C2)=O (3-methoxy-2,5-dihydro-1H-[1]benzazepine-2,5-dione), [OH-].[K+] (potassium hydroxide). The reagents and catalysts are [Br-].C(CCC)[N+](CCCC)(CCCC)CCCC (tetrabutylammonium bromide). Solvent: C(C)(=O)OCC (ethyl acetate), 1L. Product: C(C1=CC=CC=C1)OC(=O)CN1C(C(=CC(C2=C1C=CC=C2)=O)OC)=O (1-benzyloxycarbonylmethyl-3-methoxy-2,5-dihydro-1H-[1]benzazepin-2,5-dione). As a reaction SMILES: Br[CH2:2][C:3]([O:5][CH2:6][C:7]1[CH:12]=[CH:11][CH:10]=[CH:9][CH:8]=1)=[O:4].[CH3:13][O:14][C:15]1[C:16](=[O:27])[NH:17][C:18]2[CH:26]=[CH:25][CH:24]=[CH:23][C:19]=2[C:20](=[O:22])[CH:21]=1.[OH-].[K+].C(#N)C>[Br-].C([N+](CCCC)(CCCC)CCCC)CCC.C(OCC)(=O)C>[CH2:6]([O:5][C:3]([CH2:2][N:17]1[C:18]2[CH:26]=[CH:25][CH:24]=[CH:23][C:19]=2[C:20](=[O:22])[CH:21]=[C:15]([O:14][CH3:13])[C:16]1=[O:27])=[O:4])[C:7]1[CH:12]=[CH:11][CH:10]=[CH:9][CH:8]=1 |f:2.3,5.6|. Reported procedure: Benzyl bromoacetate (9.16 g, 0.04 mole) was added dropwise to a mixture of 3-methoxy-2,5-dihydro-1H-[1]benzazepine-2,5-dione [8.13 g, 0.04 mole, prepared as described in the Canadian J. Chem., 52, 610 (1974)] powdered potassium hydroxide (2.24 g, 0.04 mole) and tetrabutylammonium bromide (1.29 g, 0.004 mol) in 1L of acetonitrile with stirring at room temperature. Upon complete addition, the suspension was stirred at room temperature for 64 hours, filtered, and the filtrate concentrated under red... Reactants: CC(C)(C)OC(=O)Nc1ccc(Cl)cc1C(=O)c1ccc(Br)cc1, CO. The product is Nc1ccc(Cl)cc1C(=O)c1ccc(Br)cc1. As a reaction SMILES: [Br:1][c:2]1[cH:3][cH:4][c:5]([C:6](=[O:7])[c:8]2[c:9]([NH:15][C:16](=[O:17])[O:18][C:19]([CH3:20])([CH3:21])[CH3:22])[cH:10][cH:11][c:12]([Cl:14])[cH:13]2)[cH:23][cH:24]1.[CH3:25][OH:26]>>[Br:1][c:2]1[cH:3][cH:4][c:5]([C:6](=[O:7])[c:8]2[c:9]([NH2:15])[cH:10][cH:11][c:12]([Cl:14])[cH:13]2)[cH:23][cH:24]1. Starting materials: ClC=1N=CN(C1)C1=C(C=C(C=C1)NC1=NC=2C(CCCC2C(=N1)N(C)C)C1=CC=C(C=C1)F)OC (N2-(4-(4-chloro-1H-imidazol-1-yl)-3-methoxyphenyl)-8-(4-fluorophenyl)-N4,N4-dimethyl-5,6,7,8-tetrahydroquinazoline-2,4-diamine). Solvent: C(=O)=O (CO2), CO (methanol), CO (methanol). Yields the product ClC=1N=CN(C1)C1=C(C=C(C=C1)NC1=NC=2[C@H](CCCC2C(=N1)N(C)C)C1=CC=C(C=C1)F)OC ((R)—N2-(4-(4-Chloro-1H-imidazol-1-yl)-3-methoxyphenyl)-8-(4-fluorophenyl)-N4,N4-dimethyl-5,6,7,8-tetrahydroquinazoline-2,4-diamine). RXN SMILES: [Cl:1][C:2]1[N:3]=[CH:4][N:5]([C:7]2[CH:12]=[CH:11][C:10]([NH:13][C:14]3[N:23]=[C:22]([N:24]([CH3:26])[CH3:25])[C:21]4[CH2:20][CH2:19][CH2:18][CH:17]([C:27]5[CH:32]=[CH:31][C:30]([F:33])=[CH:29][CH:28]=5)[C:16]=4[N:15]=3)=[CH:9][C:8]=2[O:34][CH3:35])[CH:6]=1>C(=O)=O.CO>[Cl:1][C:2]1[N:3]=[CH:4][N:5]([C:7]2[CH:12]=[CH:11][C:10]([NH:13][C:14]3[N:23]=[C:22]([N:24]([CH3:26])[CH3:25])[C:21]4[CH2:20][CH2:19][CH2:18][C@H:17]([C:27]5[CH:28]=[CH:29][C:30]([F:33])=[CH:31][CH:32]=5)[C:16]=4[N:15]=3)=[CH:9][C:8]=2[O:34][CH3:35])[CH:6]=1. Procedure: A racemic mixture of N2-(4-(4-chloro-1H-imidazol-1-yl)-3-methoxyphenyl)-8-(4-fluorophenyl)-N4,N4-dimethyl-5,6,7,8-tetrahydroquinazoline-2,4-diamine (Example 127) was purified using chiral SFC to afford peak A (Example 127A) and peak B (Example 127B). SFC Method: Chiralpak OJ-H (4.6×250 mm, 5 μM), 30% methanol (0.1% diethylamine) in CO2, 35° C., flow rate 2.0 mL/min for 13 min, absorbance 268 nm, injection 5 μL of 2 mg/mL solution in methanol (multiple stacked injections), tR (peak A)=4.3 min, tR... Starting materials: B, COc1cc2nccc(Oc3ccc(NC(=O)CCOc4ccccc4Cl)cc3)c2cc1OC, Cl, [Na+], C1CCOC1, C1CCOC1, [OH-]. The product is COc1cc2nccc(Oc3ccc(NCCCOc4ccccc4Cl)cc3)c2cc1OC. RXN SMILES: [BH3:40].[CH3:1][O:2][c:3]1[cH:4][c:5]2[c:6]([O:15][c:16]3[cH:17][cH:18][c:19]([NH:22][C:23]([CH2:24][CH2:25][O:26][c:27]4[c:28]([Cl:33])[cH:29][cH:30][cH:31][cH:32]4)=[O:34])[cH:20][cH:21]3)[cH:7][cH:8][n:9][c:10]2[cH:11][c:12]1[O:13][CH3:14].[ClH:41].[Na+:43].[O:35]1[CH2:36][CH2:37][CH2:38][CH2:39]1.[O:44]1[CH2:45][CH2:46][CH2:47][CH2:48]1.[OH-:42]>>[CH3:1][O:2][c:3]1[cH:4][c:5]2[c:6]([O:15][c:16]3[cH:17][cH:18][c:19]([NH:22][CH2:23][CH2:24][CH2:25][O:26][c:27]4[c:28]([Cl:33])[cH:29][cH:30][cH:31][cH:32]4)[cH:20][cH:21]3)[cH:7][cH:8][n:9][c:10]2[cH:11][c:12]1[O:13][CH3:14]. Reactants: FC1=C(C=O)C=C(C=C1)F (2,5-difluorobenzaldehyde), NC=1C=C2[C@H]3[C@@H](N4C2=C(C1)CSCC4)CCN(C3)C(=O)OC(C)(C)C (tert-butyl (7bR,11aS)-6-amino-1,2,7b,10,11,11a-hexahydro-4H-pyrido[4,3-b][1,4]thiazepino[6,5,4-hi]indole-9(8H)-carboxylate). The product is FC1=C(CNC=2C=C3[C@H]4[C@@H](N5C3=C(C2)CSCC5)CCNC4)C=C(C=C1)F ((7bR,11aS)-N-(2,5-difluorobenzyl)-1,2,7b,8,9,10,11,11a-octahydro-4H-pyrido[4,3-b][1,4]thiazepino[6,5,4-hi]indol-6-amine). As a reaction SMILES: [F:1][C:2]1[CH:9]=[CH:8][C:7]([F:10])=[CH:6][C:3]=1[CH:4]=O.[NH2:11][C:12]1[CH:13]=[C:14]2[C:18]3=[C:19]([CH2:21][S:22][CH2:23][CH2:24][N:17]3[C@H:16]3[CH2:25][CH2:26][N:27](C(OC(C)(C)C)=O)[CH2:28][C@@H:15]23)[CH:20]=1>>[F:1][C:2]1[CH:9]=[CH:8][C:7]([F:10])=[CH:6][C:3]=1[CH2:4][NH:11][C:12]1[CH:13]=[C:14]2[C:18]3=[C:19]([CH2:21][S:22][CH2:23][CH2:24][N:17]3[C@H:16]3[CH2:25][CH2:26][NH:27][CH2:28][C@@H:15]23)[CH:20]=1. Reported procedure: Using 2,5-difluorobenzaldehyde and following the procedures described in EXAMPLE 126, tert-butyl (7bR,11aS)-6-amino-1,2,7b,10,11,11a-hexahydro-4H-pyrido[4,3-b][1,4]thiazepino[6,5,4-hi]indole-9(8H)-carboxylate from EXAMPLE 33, Part B was converted into the title compound of EXAMPLE 159. 1H NMR(CDCl3) δ: 7.05-6.98 (m, 1H), 6.97-6.90 (m, 1H), 6.90-6.80 (m, 1H), 6.26 (d, 1H, J=2.5 Hz), 6.14 (d, 1H, J=2.2 Hz), 4.23 (broad s, 2H), 3.59 (ABq, 2H), 3.50-3.40 (m, 1H), 3.30-3.17 (m, 2H), 3.05-2.65 (m, 6H)...